This data is from the Open Reaction Database (ORD), a public repository of structured organic reaction records. The task is: describe an organic reaction: reactants, conditions, products, and yield Starting materials: OC=1C=C(C=CC1[N+](=O)[O-])CC(=O)OC (methyl 3-hydroxy-4-nitrophenylacetate), C=1(C(=CC=CC1)N=C=S)C (2-tolyl isothiocyanate), mercuric oxide. The reagents and catalysts are [Pd] (palladium/carbon). Solvent: C(C)O (ethanol). Run at time 15 hour. Yields the product CC1=C(C=CC=C1)NC=1OC2=C(N1)C=CC(=C2)CC(=O)OC (methyl 2-(2-methylphenylamino)-6-benzoxazolylacetate). Isolated yield 84.0%. RXN SMILES: [OH:1][C:2]1[CH:3]=[C:4]([CH2:11][C:12]([O:14][CH3:15])=[O:13])[CH:5]=[CH:6][C:7]=1[N+:8]([O-])=O.[C:16]1([CH3:25])[C:17]([N:22]=[C:23]=S)=[CH:18][CH:19]=[CH:20][CH:21]=1>C(O)C.[Pd]>[CH3:25][C:16]1[CH:21]=[CH:20][CH:19]=[CH:18][C:17]=1[NH:22][C:23]1[O:1][C:2]2[CH:3]=[C:4]([CH2:11][C:12]([O:14][CH3:15])=[O:13])[CH:5]=[CH:6][C:7]=2[N:8]=1. Procedure details: In ethanol (20 ml) was dissolved methyl 3-hydroxy-4-nitrophenylacetate (1.00 g, 4.74 mmol), followed by the addition of 5% palladium/carbon (500 mg). Under stirring at room temperature, the mixture was subjected to catalytic hydrogenation for 15 hours. After filtration of the reaction mixture through Celite to remove the insoluble matter, 2-tolyl isothiocyanate (765 μl, 5.69 mmol) was added to the filtrate while stirring at room temperature. The reaction mixture was stirred for 15 hours. After a... Reactants: C(C)OP(OCC)(=O)\C=C\C1=CC(=C(C(=C1)C)C1=NC2=C(N1)C=C(C=C2)C(NC2=NC1=CC=CC=C1C=C2)=O)C (((E)-2-{3,5-dimethyl-4-[6-(quinolin-2-ylcarbamoyl)-1H-benzoimidazol-2-yl]-phenyl}-vinyl)-phosphonic acid diethyl ester). Reagents/catalysts: [Pd] (Pd/C). The solvent is CCO (EtOH). Product: C(C)OP(OCC)(=O)CCC1=CC(=C(C(=C1)C)C1=NC2=C(N1)C=C(C=C2)C(NC2=NC1=CC=CC=C1C=C2)=O)C ((2-{3,5-dimethyl-4-[6-(quinolin-2-ylcarbamoyl)-1H-benzoimidazol-2-yl]-phenyl}-ethyl)-phosphonic acid diethyl ester). RXN SMILES: [CH2:1]([O:3][P:4](/[CH:9]=[CH:10]/[C:11]1[CH:16]=[C:15]([CH3:17])[C:14]([C:18]2[NH:22][C:21]3[CH:23]=[C:24]([C:27](=[O:39])[NH:28][C:29]4[CH:38]=[CH:37][C:36]5[C:31](=[CH:32][CH:33]=[CH:34][CH:35]=5)[N:30]=4)[CH:25]=[CH:26][C:20]=3[N:19]=2)=[C:13]([CH3:40])[CH:12]=1)(=[O:8])[O:5][CH2:6][CH3:7])[CH3:2]>CCO.[Pd]>[CH2:6]([O:5][P:4]([CH2:9][CH2:10][C:11]1[CH:12]=[C:13]([CH3:40])[C:14]([C:18]2[NH:22][C:21]3[CH:23]=[C:24]([C:27](=[O:39])[NH:28][C:29]4[CH:38]=[CH:37][C:36]5[C:31](=[CH:32][CH:33]=[CH:34][CH:35]=5)[N:30]=4)[CH:25]=[CH:26][C:20]=3[N:19]=2)=[C:15]([CH3:17])[CH:16]=1)(=[O:8])[O:3][CH2:1][CH3:2])[CH3:7]. Reported procedure: A solution of ((E)-2-{3,5-dimethyl-4-[6-(quinolin-2-ylcarbamoyl)-1H-benzoimidazol-2-yl]-phenyl}-vinyl)-phosphonic acid diethyl ester (300 mg, 0.54 mmol) in EtOH (20 mL) was hydrogenated at one atm over Pd/C (225 mg) for 3 hours. The catalyst was filtered through Celite and was washed with EtOH. The solvent was removed under reduced pressure to give (2-{3,5-dimethyl-4-[6-(quinolin-2-ylcarbamoyl)-1H-benzoimidazol-2-yl]-phenyl}-ethyl)-phosphonic acid diethyl ester as a red solid.